Dataset: the Open Reaction Database (ORD), a public repository of structured organic reaction records. Task: describe an organic reaction: reactants, conditions, products, and yield The solvent is O1CCCC1 (tetrahydrofuran). Starting materials: ClCCl (Dichloromethane), BrC1=C(C=C(C=C1)S)F (4-bromo-3-fluoro-benzenethiol), IC (Iodomethane), [H-].[Na+] (Sodium hydride). Procedure details: A solution of 4-bromo-3-fluoro-benzenethiol (225 mg, 1.09 mmol) in tetrahydrofuran (3 ml) was cooled to 0° C. Sodium hydride (60% dispersion in mineral oil, 52 mg, 1.31 mmol) was added and the mixture was stirred for 5 minutes. Iodomethane (78 μl, 1.25 mmol) was then added and the mixture was allowed to return to room temperature with stirring over 20 minutes. Dichloromethane (10 ml) was added and the reaction was quenched with 1 M aqueous hydrochloric acid. The layers were separated and the org... Yield: 86.0%. Reaction conditions: time 5 minute. Yields the product BrC1=C(C=C(C=C1)SC)F (1-Bromo-2-fluoro-4-methylsulfanyl-benzene). As a reaction SMILES: [Br:1][C:2]1[CH:7]=[CH:6][C:5]([SH:8])=[CH:4][C:3]=1[F:9].[H-].[Na+].IC.Cl[CH2:15]Cl>O1CCCC1>[Br:1][C:2]1[CH:7]=[CH:6][C:5]([S:8][CH3:15])=[CH:4][C:3]=1[F:9] |f:1.2|. Reactants: CC1=C(C=C(C=2C(OCC21)=O)C)C=C (4,7-dimethyl-5-vinyl-2-benzofuran-1(3H)-one), C1=CC(=CC(=C1)Cl)C(=O)OO (mCPBA). Run in C(Cl)Cl (DCM). Reaction conditions: time 48 hour. The product is CC1=C(C=C(C=2C(OCC21)=O)C)C2OC2 (4,7-dimethyl-5-oxiran-2-yl-2-benzofuran-1(3H)-one). As a reaction SMILES: [CH3:1][C:2]1[C:10]2[CH2:9][O:8][C:7](=[O:11])[C:6]=2[C:5]([CH3:12])=[CH:4][C:3]=1[CH:13]=[CH2:14].C1C=C(Cl)C=C(C(OO)=[O:23])C=1>C(Cl)Cl>[CH3:1][C:2]1[C:10]2[CH2:9][O:8][C:7](=[O:11])[C:6]=2[C:5]([CH3:12])=[CH:4][C:3]=1[CH:13]1[CH2:14][O:23]1. Reported procedure: To a solution of 4,7-dimethyl-5-vinyl-2-benzofuran-1(3H)-one (0.4 g, 2.1 mmol) in 60 mL of DCM was slowly added mCPBA (85%, 0.7 g, 4.2 mmol) at 0° C. After warming to room temperature, the mixture was stirred for 48 hours. The mixture was washed subsequently with saturated NaHCO3, aqueous Na2SO3, 5% NaOH and brine. The mixture was concentrated and the residue was purified by column chromatography to afford 4,7-dimethyl-5-oxiran-2-yl-2-benzofuran-1(3H)-one as white solid. Starting materials: C1COCCO1, COc1cnc(Cl)c2[nH]cc(C(=O)C(=O)N3CCN(c4nnnn4-c4ccccc4)CC3)c12, N#N, C[Sn](C)(C)c1csc(C2OCCO2)n1, c1ccc(P(c2ccccc2)(c2ccccc2)[Pd](P(c2ccccc2)(c2ccccc2)c2ccccc2)(P(c2ccccc2)(c2ccccc2)c2ccccc2)P(c2ccccc2)(c2ccccc2)c2ccccc2)cc1. The product is COc1cnc(-c2csc(C3OCCO3)n2)c2[nH]cc(C(=O)C(=O)N3CCN(c4nnnn4-c4ccccc4)CC3)c12. As a reaction SMILES: [CH2:50]1[O:51][CH2:52][CH2:53][O:54][CH2:55]1.[Cl:1][c:2]1[n:3][cH:4][c:5]([O:32][CH3:33])[c:6]2[c:7]1[nH:8][cH:9][c:10]2[C:11]([C:12](=[O:13])[N:14]1[CH2:15][CH2:16][N:17]([c:20]2[n:21][n:22][n:23][n:24]2-[c:25]2[cH:26][cH:27][cH:28][cH:29][cH:30]2)[CH2:18][CH2:19]1)=[O:31].[N:48]#[N:49].[O:34]1[CH:35]([c:39]2[s:40][cH:41][c:42]([Sn:44]([CH3:45])([CH3:46])[CH3:47])[n:43]2)[O:36][CH2:37][CH2:38]1.[cH:56]1[cH:57][cH:58][c:59]([P:60]([Pd:61]([P:62]([c:63]2[cH:64][cH:65][cH:66][cH:67][cH:68]2)([c:69]2[cH:70][cH:71][cH:72][cH:73][cH:74]2)[c:75]2[cH:76][cH:77][cH:78][cH:79][cH:80]2)([P:81]([c:82]2[cH:83][cH:84][cH:85][cH:86][cH:87]2)([c:88]2[cH:89][cH:90][cH:91][cH:92][cH:93]2)[c:94]2[cH:95][cH:96][cH:97][cH:98][cH:99]2)[P:100]([c:101]2[cH:102][cH:103][cH:104][cH:105][cH:106]2)([c:107]2[cH:108][cH:109][cH:110][cH:111][cH:112]2)[c:113]2[cH:114][cH:115][cH:116][cH:117][cH:118]2)([c:119]2[cH:120][cH:121][cH:122][cH:123][cH:124]2)[c:125]2[cH:126][cH:127][cH:128][cH:129][cH:130]2)[cH:131][cH:132]1>>[c:2]1(-[c:42]2[cH:41][s:40][c:39]([CH:35]3[O:34][CH2:38][CH2:37][O:36]3)[n:43]2)[n:3][cH:4][c:5]([O:32][CH3:33])[c:6]2[c:7]1[nH:8][cH:9][c:10]2[C:11]([C:12](=[O:13])[N:14]1[CH2:15][CH2:16][N:17]([c:20]2[n:21][n:22][n:23][n:24]2-[c:25]2[cH:26][cH:27][cH:28][cH:29][cH:30]2)[CH2:18][CH2:19]1)=[O:31]. Reactants: CN1C(NC=CC1=O)=O (3-methylpyrimidine-2,4(1H,3H)-dione), NC1=C(C=CC=C1Cl)S (2-amino-3-chlorobenzenethiol). The product is ClC1=CC=CC2=C1NC1=C(S2)NC(N(C1=O)C)=O (6-Chloro-1,5-dihydro-3-methyl-2H-pyrimido-[4,5-b][1,4]benzothiazine-2,4(3H)-dione). Reaction SMILES: [CH3:1][N:2]1[C:7](=[O:8])[CH:6]=[CH:5][NH:4][C:3]1=[O:9].[NH2:10][C:11]1[C:16]([Cl:17])=[CH:15][CH:14]=[CH:13][C:12]=1[SH:18]>>[Cl:17][C:16]1[C:11]2[NH:10][C:6]3[C:7](=[O:8])[N:2]([CH3:1])[C:3](=[O:9])[NH:4][C:5]=3[S:18][C:12]=2[CH:13]=[CH:14][CH:15]=1. Procedure details: Employing the procedure of Example 1, parts A and B with 3-methylpyrimidine-2,4(1H,3H)-dione and 2-amino-3-chlorobenzenethiol yielded the title compound. Reactants: CC(C)(C)OC(=O)N1CCC(C(CN=[N+]=[N-])Oc2ccc(C(F)(F)F)cc2)C1, CCO, [H][H], O, [Pd]. The product is CC(C)(C)OC(=O)N1CCC(C(CN)Oc2ccc(C(F)(F)F)cc2)C1. As a reaction SMILES: [C:1]([CH3:2])([CH3:3])([CH3:4])[O:5][C:6](=[O:7])[N:8]1[CH2:9][CH:10]([CH:13]([CH2:14][N:15]=[N+:16]=[N-:17])[O:18][c:19]2[cH:20][cH:21][c:22]([C:25]([F:26])([F:27])[F:28])[cH:23][cH:24]2)[CH2:11][CH2:12]1.[CH3:33][CH2:34][OH:35].[H:30][H:31].[OH2:29].[Pd:32]>>[C:1]([CH3:2])([CH3:3])([CH3:4])[O:5][C:6](=[O:7])[N:8]1[CH2:9][CH:10]([CH:13]([CH2:14][NH2:15])[O:18][c:19]2[cH:20][cH:21][c:22]([C:25]([F:26])([F:27])[F:28])[cH:23][cH:24]2)[CH2:11][CH2:12]1. The reactants are C1(=CC=CC=C1)P(C1=CC=CC=C1)C1=CC=CC=C1 (triphenylphosphine), N(=[N+]=[N-])CCCNC1=C(C=C(C=C1)C=1OC2=C(C(C1)=O)C(=C(C=C2F)F)NCCCC)F (2-[4-(3-azidopropylamino)-3-fluorophenyl]-5-butylamino-6,8-difluoro-4H-1-benzopyran-4-one), O (water). Conditions: time 1 hour. Yield: 92.1%. As a reaction SMILES: [N:1]([CH2:4][CH2:5][CH2:6][NH:7][C:8]1[CH:13]=[CH:12][C:11]([C:14]2[O:15][C:16]3[C:24]([F:25])=[CH:23][C:22]([F:26])=[C:21]([NH:27][CH2:28][CH2:29][CH2:30][CH3:31])[C:17]=3[C:18](=[O:20])[CH:19]=2)=[CH:10][C:9]=1[F:32])=[N+]=[N-].C1(P(C2C=CC=CC=2)C2C=CC=CC=2)C=CC=CC=1.O>O1CCCC1>[NH2:1][CH2:4][CH2:5][CH2:6][NH:7][C:8]1[CH:13]=[CH:12][C:11]([C:14]2[O:15][C:16]3[C:24]([F:25])=[CH:23][C:22]([F:26])=[C:21]([NH:27][CH2:28][CH2:29][CH2:30][CH3:31])[C:17]=3[C:18](=[O:20])[CH:19]=2)=[CH:10][C:9]=1[F:32]. Procedure details: 438 mg (0.984 mmol) of the above 2-[4-(3-azidopropylamino)-3-fluorophenyl]-5-butylamino-6,8-difluoro-4H-1-benzopyran-4-one was dissolved in 25 mL of tetrahydrofuran, 389 mg (1.48mmol) of triphenylphosphine was added under ice-cooling and the mixture was stirred at room temperature for 1 hour. 25 mL of water was added thereto and the mixture was further stirred for 5.5 hours. The mixture was extracted twice with ethyl acetate, and the organic layer was washed once with an aqueous saturated soluti... The solvent is O1CCCC1 (tetrahydrofuran). The product is NCCCNC1=C(C=C(C=C1)C=1OC2=C(C(C1)=O)C(=C(C=C2F)F)NCCCC)F (2-[4-(3-Aminopropylamino)-3-fluorophenyl]-5-butylamino-6,8-difluoro-4H-1-benzopyran-4-one). The reactants are OCC(C(=O)OC)N(CC1=C(C=CC=C1)NC(C(F)(F)F)=O)S(=O)(=O)C1=CC=C(C=C1)OC (methyl 3-hydroxy-2-{(4-methoxybenzenesulfonyl)-[2-(2,2,2-trifluoroacetylamino)benzyl]amino}propionate), FC(C(=O)OC(C(F)(F)F)=O)(F)F (trifluoroacetic anhydride). The solvent is C(Cl)Cl (CH2Cl2). Conditions: time 1 hour. The product is COC1=CC=C(C=C1)S(=O)(=O)N(C(C(=O)OC)=C)CC1=C(C=CC=C1)NC(C(F)(F)F)=O (methyl 2-{(4-methoxybenzenesulfonyl)-[2-(2,2,2-trifluoroacetylamino)benzyl]-amino}acrylate). RXN SMILES: O[CH2:2][CH:3]([N:8]([S:23]([C:26]1[CH:31]=[CH:30][C:29]([O:32][CH3:33])=[CH:28][CH:27]=1)(=[O:25])=[O:24])[CH2:9][C:10]1[CH:15]=[CH:14][CH:13]=[CH:12][C:11]=1[NH:16][C:17](=[O:22])[C:18]([F:21])([F:20])[F:19])[C:4]([O:6][CH3:7])=[O:5].FC(F)(F)C(OC(=O)C(F)(F)F)=O>C(Cl)Cl>[CH3:33][O:32][C:29]1[CH:30]=[CH:31][C:26]([S:23]([N:8]([CH2:9][C:10]2[CH:15]=[CH:14][CH:13]=[CH:12][C:11]=2[NH:16][C:17](=[O:22])[C:18]([F:19])([F:21])[F:20])[C:3](=[CH2:2])[C:4]([O:6][CH3:7])=[O:5])(=[O:24])=[O:25])=[CH:27][CH:28]=1. Procedure: To a solution of 1.0 g (2.54 mmol) of methyl 3-hydroxy-2-{(4-methoxybenzenesulfonyl)-[2-(2,2,2-trifluoroacetylamino)benzyl]amino}propionate in 10 ml of CH2Cl2 was added 1.8 ml (12.7 mmol) of trifluoroacetic anhydride. After 1 hour at room temperature, the solvent was removed. Dichloromethane was added several times and the solvent removed under vacuum after each addition. Methanol was then added 2 times and the solvent removed under vacuum to give methyl 2-{(4-methoxybenzenesulfonyl)-[2-(2,2,2-t...